From a dataset of the Open Reaction Database (ORD), a public repository of structured organic reaction records. describe an organic reaction: reactants, conditions, products, and yield The reactants are CCc1cc(NC(=O)Oc2ccccc2)n(-c2ccccc2)n1, COc1cc2ncnc(Oc3cccc(N)c3)c2cc1OC, CS(C)=O, CCOC(C)=O. The product is CCc1cc(NC(=O)Nc2cccc(Oc3ncnc4cc(OC)c(OC)cc34)c2)n(-c2ccccc2)n1. Reaction SMILES: [CH2:1]([CH3:2])[c:3]1[n:4][n:5](-[c:18]2[cH:19][cH:20][cH:21][cH:22][cH:23]2)[c:6]([NH:8][C:9]([O:10][c:12]2[cH:13][cH:14][cH:15][cH:16][cH:17]2)=[O:11])[cH:7]1.[CH3:24][O:25][c:26]1[cH:27][c:28]2[c:29]([O:38][c:39]3[cH:40][c:41]([NH2:42])[cH:43][cH:44][cH:45]3)[n:30][cH:31][n:32][c:33]2[cH:34][c:35]1[O:36][CH3:37].[CH3:46][S:47]([CH3:48])=[O:49].[CH3:50][CH2:51][O:52][C:53](=[O:54])[CH3:55]>>[CH2:1]([CH3:2])[c:3]1[n:4][n:5](-[c:18]2[cH:19][cH:20][cH:21][cH:22][cH:23]2)[c:6]([NH:8][C:9](=[O:10])[NH:42][c:41]2[cH:40][c:39]([O:38][c:29]3[c:28]4[cH:27][c:26]([O:25][CH3:24])[c:35]([O:36][CH3:37])[cH:34][c:33]4[n:32][cH:31][n:30]3)[cH:45][cH:44][cH:43]2)[cH:7]1. The reactants are ClC1=CC=C(C=2N3C(=NC21)N(CCC3)C3=C(C=C(C=C3Cl)Cl)Cl)C(C(F)(F)F)O (1-[9-chloro-1-(2,4,6-trichlorophenyl)-1,2,3,4-tetrahydropyrimido[1,2-a]benzimidazol-6-yl]-2,2,2-trifluoroethanol), S(=O)(Cl)Cl (thionyl chloride), CN(C=O)C (dimethylformamide). As a reaction SMILES: [Cl:1][C:2]1[C:10]2[N:9]=[C:8]3[N:11]([C:15]4[C:20]([Cl:21])=[CH:19][C:18]([Cl:22])=[CH:17][C:16]=4[Cl:23])[CH2:12][CH2:13][CH2:14][N:7]3[C:6]=2[C:5]([CH:24](O)[C:25]([F:28])([F:27])[F:26])=[CH:4][CH:3]=1.S(Cl)([Cl:32])=O.CN(C)C=O>O1CCCC1>[Cl:1][C:2]1[C:10]2[N:9]=[C:8]3[N:11]([C:15]4[C:20]([Cl:21])=[CH:19][C:18]([Cl:22])=[CH:17][C:16]=4[Cl:23])[CH2:12][CH2:13][CH2:14][N:7]3[C:6]=2[C:5]([CH:24]([Cl:32])[C:25]([F:28])([F:27])[F:26])=[CH:4][CH:3]=1. Yield: 88.1%. Solvent: O1CCCC1 (tetrahydrofuran). Product: ClC1=CC=C(C=2N3C(=NC21)N(CCC3)C3=C(C=C(C=C3Cl)Cl)Cl)C(C(F)(F)F)Cl (9-Chloro-6-(1-chloro-2,2,2-trifluoroethyl)-1-(2,4,6-trichlorophenyl)-1,2,3,4-tetrahydropyrimido[1,2-a]benzimidazole). Conditions: time 2 hour. Procedure: A mixture of 1-[9-chloro-1-(2,4,6-trichlorophenyl)-1,2,3,4-tetrahydropyrimido[1,2-a]benzimidazol-6-yl]-2,2,2-trifluoroethanol (325 mg, 0.670 mmol), thionyl chloride (0.0978 mL, 1.34 mmol) and catalytic amount of dimethylformamide in tetrahydrofuran (6.7 mL) was stirred at room temperature for 2 h. The mixture was quenched with aqueous saturated sodium hydrogen carbonate and extracted with ethyl acetate. The combined organic layer was washed with brine, dried over anhydrous sodium sulfate, filter... Starting materials: O[C@H]1[C@@H]2[C@H]3CCC(C=C3C[C@H]([C@H]2[C@@H]2CCC([C@@]2(C)C1)=O)C)=O (11α-hydroxy-7α-methylestr-4-ene-3,17-dione), C (charcoal), C(C)(=O)O (acetic acid), S(O)(O)(=O)=O (sulfuric acid). The reagents and catalysts are [O-2].[O-2].[O-2].[Cr+6] (chromium trioxide), O (water), [O-2].[O-2].[O-2].[Cr+6] (chromium trioxide), O.S(=O)(=O)([O-])[O-].[Mn+2] (manganese sulfate monohydrate). Solvent: O (water), C(C)(=O)OCC.C(Cl)Cl (ethyl acetate methylene chloride), O (water), O (water). The product is C[C@H]1[C@H]2[C@@H]3CCC([C@@]3(C)CC([C@@H]2[C@H]2CCC(C=C2C1)=O)=O)=O (7α-Methylestr-4-ene-3,11,17-trione). RXN SMILES: [OH:1][C@@H:2]1[CH2:19][C@@:17]2([CH3:18])[C@@H:13]([CH2:14][CH2:15][C:16]2=[O:20])[C@H:12]2[C@H:3]1[C@@H:4]1[C:9]([CH2:10][C@H:11]2[CH3:21])=[CH:8][C:7](=[O:22])[CH2:6][CH2:5]1.C(O)(=O)C.S(=O)(=O)(O)O.C>O.C(OCC)(=O)C.C(Cl)Cl.O.S([O-])([O-])(=O)=O.[Mn+2].[O-2].[O-2].[O-2].[Cr+6]>[CH3:21][C@@H:11]1[CH2:10][C:9]2[C@H:4]([CH2:5][CH2:6][C:7](=[O:22])[CH:8]=2)[C@@H:3]2[C@@H:12]1[C@H:13]1[C@@:17]([CH2:19][C:2]2=[O:1])([CH3:18])[C:16](=[O:20])[CH2:15][CH2:14]1 |f:5.6,7.8.9,10.11.12.13|. Reported procedure: A mixture of 11α-hydroxy-7α-methylestr-4-ene-3,17-dione (A, obtained from Fermentation) and acetic acid (7.5 ml) is stirred and cooled to about 10° in a cold water bath. The following reagents are added: water (6 drops), manganese sulfate monohydrate (0.1 g) in water (1 ml), chromium trioxide (0.66 g) in water (2 ml), and concentrated sulfuric acid (0.6 ml). The chromium trioxide solution is added over a 15 minute period. After 1/2 hour water (10 ml) is added and the crystals of the product are ... Reactants: COc1ccc(S)cc1, CCOC(C)=O, O=C1CCCN1C(=O)NCCCl, [I-], [K+], [K+], [Na+], O=C([O-])[O-], CN(C)C=O. The product is COc1ccc(SCCNC(=O)N2CCCC2=O)cc1. Reaction SMILES: [CH3:13][O:14][c:15]1[cH:16][cH:17][c:18]([SH:21])[cH:19][cH:20]1.[CH3:35][CH2:36][O:37][C:38](=[O:39])[CH3:40].[Cl:1][CH2:2][CH2:3][NH:4][C:5](=[O:6])[N:7]1[C:8](=[O:12])[CH2:9][CH2:10][CH2:11]1.[I-:22].[K+:24].[K+:25].[Na+:23].[O-:26][C:27]([O-:28])=[O:29].[O:30]=[CH:31][N:32]([CH3:33])[CH3:34]>>[CH2:2]([CH2:3][NH:4][C:5](=[O:6])[N:7]1[C:8](=[O:12])[CH2:9][CH2:10][CH2:11]1)[S:21][c:18]1[cH:17][cH:16][c:15]([O:14][CH3:13])[cH:20][cH:19]1. The reactants are ClC=1C=CC(=C(C1)N=C=S)C (5-chloro-2-methyl-phenyl isothiocyanate), NC=1SC=CN1 (2-amino-thiazole). The product is ClC=1C=CC(=C(C1)NC(=S)NC=1SC=CN1)C (1-(5-Chloro-2-methyl-phenyl)-3-(thiazol-2-yl)-thiourea). Yield: 77.4%. As a reaction SMILES: [Cl:1][C:2]1[CH:3]=[CH:4][C:5]([CH3:11])=[C:6]([N:8]=[C:9]=[S:10])[CH:7]=1.[NH2:12][C:13]1[S:14][CH:15]=[CH:16][N:17]=1>>[Cl:1][C:2]1[CH:3]=[CH:4][C:5]([CH3:11])=[C:6]([NH:8][C:9]([NH:12][C:13]2[S:14][CH:15]=[CH:16][N:17]=2)=[S:10])[CH:7]=1. Procedure details: Prepared using Method C from 3.0 g (16.3 mmol) of 5-chloro-2-methyl-phenyl isothiocyanate and 1.7 g (16.3 mmol) of 2-amino-thiazole to give 3.58 g of title compound as a beige solid, m.p. 197-198° C. (77% yield). The product is CC(C)(C)OC(=O)NC(Cc1ccc(-c2ccccc2)cc1)C(=O)OCc1ccccc1. Reactants: CC(C)(C)OC(=O)NC(Cc1ccc(-c2ccccc2)cc1)C(=O)O, ClCCl, CN(C)c1ccncc1, C(=NC1CCCCC1)=NC1CCCCC1, OCc1ccccc1. RXN SMILES: [C:1]([CH3:2])([CH3:3])([CH3:4])[O:5][C:6](=[O:7])[NH:8][CH:9]([C:10](=[O:11])[OH:12])[CH2:13][c:14]1[cH:15][cH:16][c:17](-[c:20]2[cH:21][cH:22][cH:23][cH:24][cH:25]2)[cH:18][cH:19]1.[CH2:49]([Cl:50])[Cl:51].[CH3:52][N:53]([CH3:54])[c:55]1[cH:56][cH:57][n:58][cH:59][cH:60]1.[CH:34]1([N:35]=[C:36]=[N:37][CH:38]2[CH2:39][CH2:40][CH2:41][CH2:42][CH2:43]2)[CH2:44][CH2:45][CH2:46][CH2:47][CH2:48]1.[OH:26][CH2:27][c:28]1[cH:29][cH:30][cH:31][cH:32][cH:33]1>>[C:1]([CH3:2])([CH3:3])([CH3:4])[O:5][C:6](=[O:7])[NH:8][CH:9]([C:10]([O:11][CH2:27][c:28]1[cH:29][cH:30][cH:31][cH:32][cH:33]1)=[O:12])[CH2:13][c:14]1[cH:15][cH:16][c:17](-[c:20]2[cH:21][cH:22][cH:23][cH:24][cH:25]2)[cH:18][cH:19]1. Starting materials: Cl[Si](C)(C)C (chlorotrimethylsilane), [Li+].CC(C)[N-]C(C)C (LDA), N-BOC-glycine butynal ester, C(=O)(OC(C)(C)C)NCC(=O)O (N-BOC-glycine), C(C#CC)O (2-butyn-1-ol). Run in C(C)(=O)OCC.Cl (HCl ethyl acetate), C1CCOC1 (THF), CO (methanol), C1CCOC1 (THF). Reaction conditions: time 1 hour. Yields the product NC(C(=O)O)C(=C=C)C (2-Amino-3-methyl-3,4-pentadienoic acid). Reaction SMILES: [Li+].CC([N-]C(C)C)C.C([NH:16][CH2:17][C:18]([OH:20])=[O:19])(OC(C)(C)C)=O.[CH2:21](O)[C:22]#[C:23][CH3:24].Cl[Si](C)(C)C>C1COCC1.C(OCC)(=O)C.Cl.CO>[NH2:16][CH:17]([C:23]([CH3:24])=[C:22]=[CH2:21])[C:18]([OH:20])=[O:19] |f:0.1,6.7|. Procedure details: To an LDA solution (75.6 mmole prepared from diisopropylamine and 1.55M n-butyl lithium at -78° C.) in 100 ml of dry THF was added dropwise 36 mmole of N-BOC-glycine butynal ester (prepared from N-BOC-glycine and 2-butyn-1-ol according to the method of R. Olsen, et al, JOC, 47, 1962, 1982), in 20 ml of THF. After 1 hour, 9.6 ml of chlorotrimethylsilane was added and the reaction mixture was slowly brought to room temperature and then heated to reflux for 1 hour. On cooling to room temperature, 2...